This data is from the Open Reaction Database (ORD), a public repository of structured organic reaction records. The task is: describe an organic reaction: reactants, conditions, products, and yield Reactants: C(Br)(Br)(Br)Br (carbon tetrabromide), C1(=CC=CC=C1)P(C1=CC=CC=C1)C1=CC=CC=C1 (triphenylphosphine), COC=1C=C(C=O)C=CC1OC (3,4-Dimethoxybenzaldehyde). Solvent: C(Cl)Cl (CH2Cl2). The product is BrC(=CC1=CC(=C(C=C1)OC)OC)Br (2,2-Dibromo-1-(3,4-dimethoxyphenyl)ethene). Yield: 96.9%. As a reaction SMILES: [C:1]([Br:5])(Br)(Br)[Br:2].C1(P(C2C=CC=CC=2)C2C=CC=CC=2)C=CC=CC=1.[CH3:25][O:26][C:27]1[CH:28]=[C:29]([CH:32]=[CH:33][C:34]=1[O:35][CH3:36])[CH:30]=O>C(Cl)Cl>[Br:2][C:1]([Br:5])=[CH:30][C:29]1[CH:32]=[CH:33][C:34]([O:35][CH3:36])=[C:27]([O:26][CH3:25])[CH:28]=1. Procedure details: According to the General Procedure F, carbon tetrabromide (4.00 g, 12.05 mmol), triphenylphosphine (6.30 g, 24.10 mmol) and 3,4-Dimethoxybenzaldehyde (2.00 g, 12.05 mmol) are converted to give after workup and chromatography (SiO2, CH2Cl2, Rf=0.48) the title compound (3.76 g, 11.68 mmol, 97%) as a yellow oil.